From a dataset of the Open Reaction Database (ORD), a public repository of structured organic reaction records. describe an organic reaction: reactants, conditions, products, and yield Starting materials: Fc1ccc(Br)cc1-c1cccnc1, CC(=O)OO, CC(=O)O, C1CCOC1, OO. Yields the product [O-][n+]1cccc(-c2cc(Br)ccc2F)c1. Reaction SMILES: [Br:1][c:2]1[cH:3][cH:4][c:5]([F:14])[c:6](-[c:8]2[cH:9][n:10][cH:11][cH:12][cH:13]2)[cH:7]1.[C:15]([O:16][OH:18])(=[O:17])[CH3:19].[CH3:22][C:23](=[O:24])[OH:25].[O:26]1[CH2:27][CH2:28][CH2:29][CH2:30]1.[OH:20][OH:21]>>[Br:1][c:2]1[cH:3][cH:4][c:5]([F:14])[c:6](-[c:8]2[cH:9][n+:10]([O-:17])[cH:11][cH:12][cH:13]2)[cH:7]1.